Dataset: the Open Reaction Database (ORD), a public repository of structured organic reaction records. Task: describe an organic reaction: reactants, conditions, products, and yield Starting materials: COC1=C(C(=O)OC(C)(C)C)C=CC=C1OC (tert-butyl 2,3-dimethoxybenzoate), C(CC)[Mg]Cl (propylmagnesium chloride), CCOCC (ether), C(C)(=O)O (acetic acid). Solvent: C1CCOC1 (THF), O (water). Run at temperature -12 celsius, time 3.5 hour. Yields the product COC=1C(=C(C(=O)OC(C)(C)C)C=CC1)CCC (tert-Butyl 3-methoxy-2-propyl-benzoate). Reaction SMILES: CO[C:3]1[C:15]([O:16][CH3:17])=[CH:14][CH:13]=[CH:12][C:4]=1[C:5]([O:7][C:8]([CH3:11])([CH3:10])[CH3:9])=[O:6].[CH2:18]([Mg]Cl)[CH2:19][CH3:20].CCOCC.C(O)(=O)C>C1COCC1.O>[CH3:17][O:16][C:15]1[C:3]([CH2:18][CH2:19][CH3:20])=[C:4]([CH:12]=[CH:13][CH:14]=1)[C:5]([O:7][C:8]([CH3:9])([CH3:10])[CH3:11])=[O:6]. Procedure: To a chilled solution (−34° C.) of tert-butyl 2,3-dimethoxybenzoate (171 g, 718 mmol) in THF (855 mL) add 2 M propylmagnesium chloride in ether (448.5 mL, 897 mmol) dropwise at a rate sufficient to keep the internal temperature below −10° C. Stir the mixture 3.5 h maintaining the temperature near −12° C. Add acetic acid (51.4 mL) dropwise to the mixture while maintaining the temperature below −10° C. and then dilute with water (340 mL). Separate the phases and extract the aqueous phase with meth... The reactants are O (water), C([O-])([O-])=O.[K+].[K+] (potassium carbonate), BrCCC (bromopropane), BrC1=C(C=CC=C1)O (2-bromophenol). Solvent: CN(C)C=O (DMF). Conditions: time 3 hour. Yields the product BrC1=C(C=CC=C1)OCCC (1-bromo-2-propoxybenzene). Reaction SMILES: [Br:1][C:2]1[CH:7]=[CH:6][CH:5]=[CH:4][C:3]=1[OH:8].C(=O)([O-])[O-].[K+].[K+].Br[CH2:16][CH2:17][CH3:18].O>CN(C=O)C>[Br:1][C:2]1[CH:7]=[CH:6][CH:5]=[CH:4][C:3]=1[O:8][CH2:16][CH2:17][CH3:18] |f:1.2.3|. Reported procedure: In DMF (120 ml) was dissolved 2-bromophenol (12 g). To the mixture was added potassium carbonate (12.5 g) and then was added bromopropane (7.2 ml), and the mixture was stirred at room temperature for 3 hours. The reaction mixture was added to water, and the mixture was extracted with ethyl acetate, washed with saturated brine and dried with magnesium sulfate. Under reduced pressure, the solvent was evaporated, and the residue was purified with silica gel column chromatography (hexane/ethyl aceta... The reactants are [Si](C)(C)(C(C)(C)C)OCC(C)(C)NC(=O)C1=CN(C=2C1=NC(=CN2)C2=NN(C1=CC(=CC=C21)F)CCC(C)=O)C(C2=CC=CC=C2)(C2=CC=CC=C2)C2=CC=CC=C2 (N-(1-(tert-butyldimethylsilyloxy)-2-methylpropan-2-yl)-2-(6-fluoro-1-(3-oxobutyl)-1H-indazol-3-yl)-5-trityl-5H-pyrrolo[3,2-b]pyrazine-7-carboxamide), [BH4-].[Na+] (NaBH4), [NH4+].[Cl-] (NH4Cl). Run in CO (MeOH). Run at time 1 hour. The product is [Si](C)(C)(C(C)(C)C)OCC(C)(C)NC(=O)C1=CN(C=2C1=NC(=CN2)C2=NN(C1=CC(=CC=C21)F)CCC(C)O)C(C2=CC=CC=C2)(C2=CC=CC=C2)C2=CC=CC=C2 (N-(1-(tert-Butyldimethylsilyloxy)-2-methylpropan-2-yl)-2-(6-fluoro-1-(3-hydroxybutyl)-1H-indazol-3-yl)-5-trityl-5H-pyrrolo[3,2-b]pyrazine-7-carboxamide). Reaction SMILES: [Si:1]([O:8][CH2:9][C:10]([NH:13][C:14]([C:16]1[C:20]2=[N:21][C:22]([C:25]3[C:33]4[C:28](=[CH:29][C:30]([F:34])=[CH:31][CH:32]=4)[N:27]([CH2:35][CH2:36][C:37](=[O:39])[CH3:38])[N:26]=3)=[CH:23][N:24]=[C:19]2[N:18]([C:40]([C:53]2[CH:58]=[CH:57][CH:56]=[CH:55][CH:54]=2)([C:47]2[CH:52]=[CH:51][CH:50]=[CH:49][CH:48]=2)[C:41]2[CH:46]=[CH:45][CH:44]=[CH:43][CH:42]=2)[CH:17]=1)=[O:15])([CH3:12])[CH3:11])([C:4]([CH3:7])([CH3:6])[CH3:5])([CH3:3])[CH3:2].[BH4-].[Na+].[NH4+].[Cl-]>CO>[Si:1]([O:8][CH2:9][C:10]([NH:13][C:14]([C:16]1[C:20]2=[N:21][C:22]([C:25]3[C:33]4[C:28](=[CH:29][C:30]([F:34])=[CH:31][CH:32]=4)[N:27]([CH2:35][CH2:36][CH:37]([OH:39])[CH3:38])[N:26]=3)=[CH:23][N:24]=[C:19]2[N:18]([C:40]([C:53]2[CH:54]=[CH:55][CH:56]=[CH:57][CH:58]=2)([C:41]2[CH:42]=[CH:43][CH:44]=[CH:45][CH:46]=2)[C:47]2[CH:48]=[CH:49][CH:50]=[CH:51][CH:52]=2)[CH:17]=1)=[O:15])([CH3:11])[CH3:12])([C:4]([CH3:7])([CH3:5])[CH3:6])([CH3:3])[CH3:2] |f:1.2,3.4|. Procedure details: To a solution of N-(1-(tert-butyldimethylsilyloxy)-2-methylpropan-2-yl)-2-(6-fluoro-1-(3-oxobutyl)-1H-indazol-3-yl)-5-trityl-5H-pyrrolo[3,2-b]pyrazine-7-carboxamide (40 mg, 0.05 mmol) in MeOH (5 mL) was added NaBH4 (10 mg, 0.25 mmol) at 0° C. The mixture was stirred at room temperature for 1 hour. NH4Cl (aqueous) was added to the mixture to quench the reaction. The mixture was extracted with EtOAc (3×5 mL). The combined organic layers were washed with brine and dried over Na2SO4. After filtratio... Starting materials: Brc1ccc2c(c1)CC=C2, ClCCl, [Cl-], [O-]Cl, [Na+], O, [O-][n+]1ccc(CCCc2ccccc2)cc1. Yields the product Brc1ccc2c(c1)CC1OC21. Reaction SMILES: [Br:21][c:22]1[cH:23][cH:24][c:25]2[c:29]([cH:30]1)[CH2:28][CH:27]=[CH:26]2.[CH2:31]([Cl:32])[Cl:33].[Cl-:17].[Cl:18][O-:19].[Na+:20].[OH2:34].[c:1]1([CH2:2][CH2:3][CH2:4][c:5]2[cH:6][cH:7][n+:8]([O-:16])[cH:9][cH:10]2)[cH:11][cH:12][cH:13][cH:14][cH:15]1>>[O:16]1[CH:26]2[c:25]3[cH:24][cH:23][c:22]([Br:21])[cH:30][c:29]3[CH2:28][CH:27]12. Starting materials: C(Cl)Cl (CH2Cl2), O1C(=CC=C1)B(O)O (furan-2-ylboronic acid), ClC1=NC=C(C(=N1)NC1=NNC(=C1)C1CC1)Cl (2,5-dichloro-N-(5-cyclopropyl-1H-pyrazol-3-yl)pyrimidin-4-amine), C(=O)([O-])[O-].[Na+].[Na+] (Na2CO3). Reagents/catalysts: C1=CC=C(C=C1)P([C-]2C=CC=C2)C3=CC=CC=C3.C1=CC=C(C=C1)P([C-]2C=CC=C2)C3=CC=CC=C3.Cl[Pd]Cl.[Fe+2] (Pd(dppf)Cl2). The solvent is O1CCOCC1 (dioxane). Yields the product ClC=1C(=NC(=NC1)C=1OC=CC1)NC1=NNC(=C1)C1CC1 (5-chloro-N-(5-cyclopropyl-1H-pyrazol-3-yl)-2-(furan-2-yl)pyrimidin-4-amine). The yield is 5.0%. RXN SMILES: C(Cl)Cl.[O:4]1[CH:8]=[CH:7][CH:6]=[C:5]1B(O)O.Cl[C:13]1[N:18]=[C:17]([NH:19][C:20]2[CH:24]=[C:23]([CH:25]3[CH2:27][CH2:26]3)[NH:22][N:21]=2)[C:16]([Cl:28])=[CH:15][N:14]=1.C([O-])([O-])=O.[Na+].[Na+]>O1CCOCC1.C1C=CC(P(C2C=CC=CC=2)[C-]2C=CC=C2)=CC=1.C1C=CC(P(C2C=CC=CC=2)[C-]2C=CC=C2)=CC=1.Cl[Pd]Cl.[Fe+2]>[Cl:28][C:16]1[C:17]([NH:19][C:20]2[CH:24]=[C:23]([CH:25]3[CH2:27][CH2:26]3)[NH:22][N:21]=2)=[N:18][C:13]([C:5]2[O:4][CH:8]=[CH:7][CH:6]=2)=[N:14][CH:15]=1 |f:3.4.5,7.8.9.10|. Procedure: The mixture of Pd(dppf)Cl2.CH2Cl2 (100 mg, 0.12 mmol, 0.15 eq), furan-2-ylboronic acid (116 mg, 1.04 mmol, 1.3 eq), 2,5-dichloro-N-(5-cyclopropyl-1H-pyrazol-3-yl)pyrimidin-4-amine (215 mg, 0.80 mmol, 1.0 eq) and aq Na2CO3 (10 mL) in dioxane (20 mL) was heated to 95° C. for 2 h under nitrogen atmosphere. The reaction mixture was cooled to room temperature, and extracted with THF. The combined layers were purified by prep-HPLC to afford compound 5-chloro-N-(5-cyclopropyl-1H-pyrazol-3-yl)-2-(furan-... Starting materials: O=C([O-])[O-], CCOC(Cc1ccc(O)cc1Cl)C(=O)OC, Cc1cc(-c2nc(CCl)c(C)o2)ccc1F, [Cs+], [Cs+], [I-], [K+]. The product is CCOC(Cc1ccc(OCc2nc(-c3ccc(F)c(C)c3)oc2C)cc1Cl)C(=O)OC. Reaction SMILES: [C:34](=[O:35])([O-:36])[O-:37].[CH3:1][O:2][C:3]([CH:4]([CH2:5][c:6]1[c:7]([Cl:13])[cH:8][c:9]([OH:12])[cH:10][cH:11]1)[O:14][CH2:15][CH3:16])=[O:17].[Cl:18][CH2:19][c:20]1[n:21][c:22](-[c:26]2[cH:27][c:28]([CH3:33])[c:29]([F:32])[cH:30][cH:31]2)[o:23][c:24]1[CH3:25].[Cs+:38].[Cs+:39].[I-:41].[K+:40]>>[CH3:1][O:2][C:3]([CH:4]([CH2:5][c:6]1[c:7]([Cl:13])[cH:8][c:9]([O:12][CH2:19][c:20]2[n:21][c:22](-[c:26]3[cH:27][c:28]([CH3:33])[c:29]([F:32])[cH:30][cH:31]3)[o:23][c:24]2[CH3:25])[cH:10][cH:11]1)[O:14][CH2:15][CH3:16])=[O:17].